describe an organic reaction: reactants, conditions, products, and yield From a dataset of the Open Reaction Database (ORD), a public repository of structured organic reaction records. The reactants are ClC1=C2C(=NC=N1)N(N=C2)C2=NC=CN=C2C (4-Chloro-1-(3-methylpyrazin-2-yl)-1H-pyrazolo[3,4-d]pyrimidine), C1(CCC1)OC[C@@H](C(=O)NC1=NC=C(C=C1)C)O ((S)-3-cyclobutoxy-2-hydroxy-N-(5-methylpyridin-2-yl)propanamide). Product: C1(CCC1)OC[C@@H](C(=O)NC1=NC=C(C=C1)C)OC1=NC=NC2=C1C=NN2C2=NC=CN=C2C ((2S)-3-(cyclobutoxy)-2-[1-(3-methylpyrazin-2-yl)pyrazolo[4,5-e]pyrimidin-4-yl]oxy-N-(5-methyl-2-pyridyl)propanamide). Reaction SMILES: Cl[C:2]1[N:7]=[CH:6][N:5]=[C:4]2[N:8]([C:11]3[C:16]([CH3:17])=[N:15][CH:14]=[CH:13][N:12]=3)[N:9]=[CH:10][C:3]=12.[CH:18]1([O:22][CH2:23][C@H:24]([OH:35])[C:25]([NH:27][C:28]2[CH:33]=[CH:32][C:31]([CH3:34])=[CH:30][N:29]=2)=[O:26])[CH2:21][CH2:20][CH2:19]1>>[CH:18]1([O:22][CH2:23][C@H:24]([O:35][C:2]2[C:3]3[CH:10]=[N:9][N:8]([C:11]4[C:16]([CH3:17])=[N:15][CH:14]=[CH:13][N:12]=4)[C:4]=3[N:5]=[CH:6][N:7]=2)[C:25]([NH:27][C:28]2[CH:33]=[CH:32][C:31]([CH3:34])=[CH:30][N:29]=2)=[O:26])[CH2:19][CH2:20][CH2:21]1. Procedure: Prepared using an analogous procedure to that described for Example 106 using 4-Chloro-1-(3-methylpyrazin-2-yl)-1H-pyrazolo[3,4-d]pyrimidine (Intermediate I4) with (S)-3-cyclobutoxy-2-hydroxy-N-(5-methylpyridin-2-yl)propanamide (Intermediate U1).